This data is from the Open Reaction Database (ORD), a public repository of structured organic reaction records. The task is: describe an organic reaction: reactants, conditions, products, and yield Reaction conditions: temperature 20 celsius, time 15 hour. The product is COC=1C=CC(=NC1)C (5-methoxy-2-methylpyridine). Reactants: [OH-].[K+] (potassium hydroxide), CO (methanol), OC=1C=NC(=CC1)C (3-hydroxy-6-methylpyridine). Reported procedure: 150 ml of 3-hydroxy-6-methylpyridine are metered into a solution of 84 g of potassium hydroxide in 400 ml of methanol and 500 ml of dimethyl sulfoxide in the course of one hour. After removal of the methanol on a rotary evaporator, 213 g of methyl iodide, dissolved in 100 ml of dimethyl sulfoxide, are added dropwise, while cooling with ice, and the reaction mixture is stirred at 20° C. for 15 hours and subjected to steam distillation. The distillate is extracted continuously in the extractor wit... Run in CS(=O)C (dimethyl sulfoxide). Reaction SMILES: [OH:1][C:2]1[CH:3]=[N:4][C:5]([CH3:8])=[CH:6][CH:7]=1.[OH-].[K+].[CH3:11]O>CS(C)=O>[CH3:11][O:1][C:2]1[CH:7]=[CH:6][C:5]([CH3:8])=[N:4][CH:3]=1 |f:1.2|. The yield is 56.0%. Starting materials: C(C)OCC (diethyl ether), ClC=1N=C(C2=C(N1)C=C(C=N2)C2=CC=C(O2)C=O)N2CCOCC2 (5-(2-chloro-4-morpholino-pyrido[3,2-d]pyrimidin-7-yl)furan-2-carbaldehyde), C1CCOC1 (THF), C[Mg]Br (methyl magnesium bromide). The solvent is O (water). Conditions: temperature 2.5 celsius, time 2 hour. Yields the product ClC=1N=C(C2=C(N1)C=C(C=N2)C2=CC=C(O2)C(C)O)N2CCOCC2 (1-(5-(2-chloro-4-morpholino-pyrido[3,2-d]pyrimidin-7-yl)furan-2-yl)ethanol). As a reaction SMILES: [Cl:1][C:2]1[N:3]=[C:4]([N:19]2[CH2:24][CH2:23][O:22][CH2:21][CH2:20]2)[C:5]2[N:11]=[CH:10][C:9]([C:12]3[O:16][C:15]([CH:17]=[O:18])=[CH:14][CH:13]=3)=[CH:8][C:6]=2[N:7]=1.[CH2:25]1COCC1.C[Mg]Br.C(OCC)C>O>[Cl:1][C:2]1[N:3]=[C:4]([N:19]2[CH2:24][CH2:23][O:22][CH2:21][CH2:20]2)[C:5]2[N:11]=[CH:10][C:9]([C:12]3[O:16][C:15]([CH:17]([OH:18])[CH3:25])=[CH:14][CH:13]=3)=[CH:8][C:6]=2[N:7]=1. Procedure: To a 50 mL round bottom flask, 5-(2-chloro-4-morpholino-pyrido[3,2-d]pyrimidin-7-yl)furan-2-carbaldehyde (0.4 g, 0.0012 mol) and THF (15 mL) were added and cooled to 0-5° C. To the flask was slowly added 3.0 M methyl magnesium bromide in diethyl ether (0.6 mL, 0.0036 mol). The resulting reaction mixture was stirred at room temperature for 2 h. To the reaction mass, water was added and extracted with DCM. The organic layer was dried over anhydrous sodium sulfate and evaporated under reduced to ge... Product: NCCN1CCN(CCN(CC1)CCN)CCN (1,4,7-tris(aminoethyl)-1,4,7-triazacyclononane). Reported procedure: 1,4,7-tris(cyanomethyl)-1,4,7-triazacyclononane (0.320 g, 1.23 mmol) and BH3.THF 1 M solution in THF (40 cm3) were refluxed under nitrogen for 48 h. After cooling, excess borane was destroyed by adding water (5 cm3), then the solution was dried under vacuum. The white solid obtained was dissolved in 50 cm3 of HCl 7M and heated under reflux for 40 h. After cooling, the solution was dried in vacuum to yield a white solid. The solid was dissolved in the minimum amount of water and the solution obta... Reactants: C(#N)CN1CCN(CCN(CC1)CC#N)CC#N (1,4,7-tris(cyanomethyl)-1,4,7-triazacyclononane), B.C1CCOC1 (BH3.THF), [OH-].[Na+] (sodium hydroxide). Yield: 85.0%. Run in Cl (HCl), C1CCOC1 (THF), O (water). RXN SMILES: [C:1]([CH2:3][N:4]1[CH2:12][CH2:11][N:10]([CH2:13][C:14]#[N:15])[CH2:9][CH2:8][N:7]([CH2:16][C:17]#[N:18])[CH2:6][CH2:5]1)#[N:2].B.C1COCC1.[OH-].[Na+]>C1COCC1.Cl.O>[NH2:15][CH2:14][CH2:13][N:10]1[CH2:11][CH2:12][N:4]([CH2:3][CH2:1][NH2:2])[CH2:5][CH2:6][N:7]([CH2:16][CH2:17][NH2:18])[CH2:8][CH2:9]1 |f:1.2,3.4|. Starting materials: ClC1=C(C#N)C=C(C(=C1)Cl)S(N)(=O)=O (2,4-dichloro-5-sulfamoyl-benzonitrile), C1(=CC=CC=C1)O (phenol), [OH-].[Na+] (sodium hydroxide). Solvent: CN(C=O)C (dimethylformamide). Run at temperature 130 celsius, time 3 hour. Product: O(C1=CC=CC=C1)C1=C(C#N)C=C(C(=C1)OC1=CC=CC=C1)S(N)(=O)=O (2,4-diphenoxy-5-sulfamoyl-benzonitrile). As a reaction SMILES: Cl[C:2]1[CH:9]=[C:8](Cl)[C:7]([S:11](=[O:14])(=[O:13])[NH2:12])=[CH:6][C:3]=1[C:4]#[N:5].[C:15]1([OH:21])[CH:20]=[CH:19][CH:18]=[CH:17][CH:16]=1.[OH-:22].[Na+]>CN(C)C=O>[O:21]([C:2]1[CH:9]=[C:8]([O:22][C:2]2[CH:9]=[CH:8][CH:7]=[CH:6][CH:3]=2)[C:7]([S:11](=[O:14])(=[O:13])[NH2:12])=[CH:6][C:3]=1[C:4]#[N:5])[C:15]1[CH:20]=[CH:19][CH:18]=[CH:17][CH:16]=1 |f:2.3|. Reported procedure: A mixture of 251 g of 2,4-dichloro-5-sulfamoyl-benzonitrile (1.0 mol), 400 ml of dimethylformamide, 200 g of phenol and 80 g of sodium hydroxide was stirred for 3 hours at 130° C. The mixture was then allowed to cool to about 90° C and when its viscosity was low and it was turbid from precipitated NaCl, it was introduced into 10 l of water. After having been allowed to stand for 1 hour at room temperature, the light grey crystallized precipitate was suction-filtered, washed several times with wa...